This data is from the Open Reaction Database (ORD), a public repository of structured organic reaction records. The task is: describe an organic reaction: reactants, conditions, products, and yield Reactants: CC(=O)OC(C)=O, Cl, O, Cn1c([N+](=O)[O-])cnc1-c1ncc(OCCO)cn1. Product: CC(=O)OCCOc1cnc(-c2ncc([N+](=O)[O-])n2C)nc1. Reaction SMILES: [CH3:21][C:22](=[O:23])[O:24][C:25](=[O:26])[CH3:27].[ClH:1].[OH2:28].[OH:2][CH2:3][CH2:4][O:5][c:6]1[cH:7][n:8][c:9](-[c:12]2[n:13]([CH3:20])[c:14]([N+:17](=[O:18])[O-:19])[cH:15][n:16]2)[n:10][cH:11]1>>[O:2]([CH2:3][CH2:4][O:5][c:6]1[cH:7][n:8][c:9](-[c:12]2[n:13]([CH3:20])[c:14]([N+:17](=[O:18])[O-:19])[cH:15][n:16]2)[n:10][cH:11]1)[C:22]([CH3:21])=[O:23]. RXN SMILES: [CH2:36]([O:37][CH2:38][CH3:39])[CH3:40].[CH:1]1([NH:4][C:5]([CH:6]([CH:7]([CH2:8][c:9]2[cH:10][cH:11][cH:12][cH:13][cH:14]2)[NH:15][C:16](=[O:17])[CH:18]2[N:19]([CH2:24][c:25]3[c:26]([F:31])[cH:27][cH:28][cH:29][cH:30]3)[C:20](=[O:23])[CH2:21][CH2:22]2)[OH:32])=[O:33])[CH2:2][CH2:3]1.[Cl:41][CH2:42][Cl:43].[ClH:35].[OH2:34]>>[CH:1]1([NH:4][C:5]([C:6]([CH:7]([CH2:8][c:9]2[cH:10][cH:11][cH:12][cH:13][cH:14]2)[NH:15][C:16](=[O:17])[CH:18]2[N:19]([CH2:24][c:25]3[c:26]([F:31])[cH:27][cH:28][cH:29][cH:30]3)[C:20](=[O:23])[CH2:21][CH2:22]2)=[O:32])=[O:33])[CH2:2][CH2:3]1. Product: O=C(NC1CC1)C(=O)C(Cc1ccccc1)NC(=O)C1CCC(=O)N1Cc1ccccc1F. The reactants are CCOCC, O=C(NC1CC1)C(O)C(Cc1ccccc1)NC(=O)C1CCC(=O)N1Cc1ccccc1F, ClCCl, Cl, O.